From a dataset of the Open Reaction Database (ORD), a public repository of structured organic reaction records. describe an organic reaction: reactants, conditions, products, and yield Starting materials: ClC1=C(C(=NC=2N1N=CC2)C(=O)OCC)CCCl (ethyl 7-chloro-6-(2-chloroethyl)pyrazolo[1,5-a]pyrimidine-5-carboxylate), C1(CCCC1)N (cyclopentylamine), ice water. Run in CN(C)C=O (DMF). Yields the product C1(CCCC1)N1CCC=2C(=NC=3N(C21)N=CC3)C(=O)OCC (ethyl 8-cyclopentyl-6,7-dihydro-8H-pyrrolo[3,2-e]pyrazolo[1,5-a]-pyrimidine-5-carboxylate). The yield is 85.3%. As a reaction SMILES: Cl[C:2]1[N:7]2[N:8]=[CH:9][CH:10]=[C:6]2[N:5]=[C:4]([C:11]([O:13][CH2:14][CH3:15])=[O:12])[C:3]=1[CH2:16][CH2:17]Cl.[CH:19]1([NH2:24])[CH2:23][CH2:22][CH2:21][CH2:20]1>CN(C=O)C>[CH:19]1([N:24]2[C:2]3[N:7]4[N:8]=[CH:9][CH:10]=[C:6]4[N:5]=[C:4]([C:11]([O:13][CH2:14][CH3:15])=[O:12])[C:3]=3[CH2:16][CH2:17]2)[CH2:23][CH2:22][CH2:21][CH2:20]1. Procedure details: In 48 ml of anhydrous DMF were dissolved 3.6 g of ethyl 7-chloro-6-(2-chloroethyl)pyrazolo[1,5-a]pyrimidine-5-carboxylate. While stirring at room temperature under a nitrogen atmosphere, 7.3 ml of cyclopentylamine were added to the solution, and the mixture was stirred for 1 hour and 20 minutes. The reaction mixture was poured into 250 ml of ice water. Insoluble matter was collected by filtration and air-dried to obtain 3.20 g (yield: 85.3%) of ethyl 8-cyclopentyl-6,7-dihydro-8H-pyrrolo[3,2-e]py... Starting materials: C(C)(C)(C)C=1C=C(C(=C(C1)C1=CC(=CC=C1)C(F)(F)F)O)C=O (5-(tert-butyl)-2-hydroxy-3′-(trifluoromethyl)-[1,1′-biphenyl]-3-carbaldehyde), C(C)(C)(C)N (tert-butylamine). The product is C(C)(C)(C)C1=CC(=C(C(=C1)C1=CC(=CC=C1)C(F)(F)F)O)CNC(C)(C)C (5-(tert-Butyl)-3-((tert-butylamino)methyl)-3′-(trifluoromethyl)-[1,1′-biphenyl]-2-ol). As a reaction SMILES: [C:1]([C:5]1[CH:6]=[C:7]([CH:22]=O)[C:8]([OH:21])=[C:9]([C:11]2[CH:16]=[CH:15][CH:14]=[C:13]([C:17]([F:20])([F:19])[F:18])[CH:12]=2)[CH:10]=1)([CH3:4])([CH3:3])[CH3:2].[C:24]([NH2:28])([CH3:27])([CH3:26])[CH3:25]>>[C:1]([C:5]1[CH:10]=[C:9]([C:11]2[CH:16]=[CH:15][CH:14]=[C:13]([C:17]([F:20])([F:19])[F:18])[CH:12]=2)[C:8]([OH:21])=[C:7]([CH2:22][NH:28][C:24]([CH3:27])([CH3:26])[CH3:25])[CH:6]=1)([CH3:2])([CH3:3])[CH3:4]. Procedure: 5-(tert-Butyl)-3-((tert-butylamino)methyl)-3′-(trifluoromethyl)-[1,1′-biphenyl]-2-ol was prepared as a white solid using the procedure described in Example 27, Step 2 5-(tert-butyl)-2-hydroxy-3′-(trifluoromethyl)-[1,1′-biphenyl]-3-carbaldehyde and tert-butylamine. HPLC/MS Rt=6.64 min, m/z 380.2 (M+H+). Starting materials: FC(C=1C=C(CN(C2=NC=C(C=N2)OCCCC(=O)O)CC2=C(C=CC(=C2)C(F)(F)F)C2=CC=CC=C2)C=C(C1)C(F)(F)F)(F)F (4-{2-[(3,5-bis-trifluoromethyl-benzyl)-(4-trifluoromethyl-biphenyl-2-ylmethyl)-amino]-pyrimidin-5-yloxy}-butyric acid), [OH-].[Na+] (sodium hydroxide). Run in C(C)O (ethanol). The product is [Na+].FC(C=1C=C(CN(C2=NC=C(C=N2)OCCCC(=O)[O-])CC2=C(C=CC(=C2)C(F)(F)F)C2=CC=CC=C2)C=C(C1)C(F)(F)F)(F)F (4-{2-[(3,5-bis-trifluoromethyl-benzyl)-(4-trifluoromethyl-biphenyl-2-ylmethyl)-amino]-pyrimidin-5-yloxy}-butyric acid sodium salt). RXN SMILES: [F:1][C:2]([F:46])([F:45])[C:3]1[CH:4]=[C:5]([CH:38]=[C:39]([C:41]([F:44])([F:43])[F:42])[CH:40]=1)[CH2:6][N:7]([CH2:21][C:22]1[CH:27]=[C:26]([C:28]([F:31])([F:30])[F:29])[CH:25]=[CH:24][C:23]=1[C:32]1[CH:37]=[CH:36][CH:35]=[CH:34][CH:33]=1)[C:8]1[N:13]=[CH:12][C:11]([O:14][CH2:15][CH2:16][CH2:17][C:18]([OH:20])=[O:19])=[CH:10][N:9]=1.[OH-].[Na+:48]>C(O)C>[Na+:48].[F:46][C:2]([F:1])([F:45])[C:3]1[CH:4]=[C:5]([CH:38]=[C:39]([C:41]([F:42])([F:43])[F:44])[CH:40]=1)[CH2:6][N:7]([CH2:21][C:22]1[CH:27]=[C:26]([C:28]([F:31])([F:30])[F:29])[CH:25]=[CH:24][C:23]=1[C:32]1[CH:37]=[CH:36][CH:35]=[CH:34][CH:33]=1)[C:8]1[N:9]=[CH:10][C:11]([O:14][CH2:15][CH2:16][CH2:17][C:18]([O-:20])=[O:19])=[CH:12][N:13]=1 |f:1.2,4.5|. Reported procedure: Ethyl 4-{2-[(3,5-bis-trifluoromethyl-benzyl)-(4-trifluoromethyl-biphenyl-2-ylmethyl)-amino]-pyrimidin-2-ylmethyl}-amino]-pyrimidin-5-yloxy}-butyrate (185 mg) is dissolved in ethanol (4 ml), and thereto is added 1N-aqueous sodium hydroxide solution (1 ml), and the mixture is stirred at room temperature for 2 hours. To the reaction solution are added a 1N-hydrochloric acid and ethyl acetate, and the mixture is separated, and the organic layer is washed with a saturated brine, dried over magnesium ... Reactants: N1=C(C=CC=C1)C(=O)O (pyridine-2-carboxylic acid), NCC1CCN(CC1)C(=O)OC(C)(C)C (4-(aminomethyl)-1-tert-butoxycarbonylpiperidine), O (water). The solvent is C(C)(=O)OCC (ethyl acetate), C=1(C(=CC=CC1)C)C (xylene). Reaction conditions: time 6 hour. Product: C(C)(C)(C)OC(=O)N1CCC(CC1)CNC(=O)C1=NC=CC=C1 (N-[(1-tert-butoxycarbonyl-4-piperidyl)methyl]pyridine-2-carboxamide). Isolated yield 36.1%. Reaction SMILES: [N:1]1[CH:6]=[CH:5][CH:4]=[CH:3][C:2]=1[C:7]([OH:9])=O.[NH2:10][CH2:11][CH:12]1[CH2:17][CH2:16][N:15]([C:18]([O:20][C:21]([CH3:24])([CH3:23])[CH3:22])=[O:19])[CH2:14][CH2:13]1.O>C1(C)C(C)=CC=CC=1.C(OCC)(=O)C>[C:21]([O:20][C:18]([N:15]1[CH2:16][CH2:17][CH:12]([CH2:11][NH:10][C:7]([C:2]2[CH:3]=[CH:4][CH:5]=[CH:6][N:1]=2)=[O:9])[CH2:13][CH2:14]1)=[O:19])([CH3:24])([CH3:23])[CH3:22]. Procedure: A mixture of pyridine-2-carboxylic acid (2.7 g) and 4-(aminomethyl)-1-tert-butoxycarbonylpiperidine (5.0 g) in dry xylene (50 ml) was heated under reflux under a Dean and Stark water separator for six hours. The cooled solution was diluted with ethyl acetate (150 ml), washed with aqueous oxalic acid solution (2M; 2×100 ml) then aqueous sodium hydrogen carbonate soultion (5M; 2×100 ml) and dried over magnesium sulphate. The solvent was removed in vacuo to give N-[(1-tert-butoxycarbonyl-4-piperidy... Starting materials: O1CCCC1 (tetrahydrofuran), NC=1SC=C(N1)C1=CC=CC=C1 (2-amino-4-phenylthiazole), BrC(C(=O)Br)C (α-bromopropionylbromide). Run in C(C)N(CC)CC (triethylamine). Reaction conditions: time 1 hour. The product is BrC(C(=O)NC=1SC=C(N1)C1=CC=CC=C1)C (2-(α-bromopropionylamino)-4-phenylthiazole). Yield: 68.0%. RXN SMILES: O1CCCC1.[NH2:6][C:7]1[S:8][CH:9]=[C:10]([C:12]2[CH:17]=[CH:16][CH:15]=[CH:14][CH:13]=2)[N:11]=1.[Br:18][CH:19]([CH3:23])[C:20](Br)=[O:21]>C(N(CC)CC)C>[Br:18][CH:19]([CH3:23])[C:20]([NH:6][C:7]1[S:8][CH:9]=[C:10]([C:12]2[CH:17]=[CH:16][CH:15]=[CH:14][CH:13]=2)[N:11]=1)=[O:21]. Procedure details: Into 50 ml of tetrahydrofuran, were added 3.5 g of 2-amino-4-phenylthiazole and 2.0 g of triethylamine. The mixture was cooled to 0°--5° C. Then, 4.3 g of α-bromopropionylbromide was dropped to the solution mixture. After the completion of the dropwise addition, the solution mixture was stirred at room temperature for 1 hour. Then, the reaction mixture was concentrated under reduced pressure. The residue was taken up in chloroform and washed with water. Upon removal of chloroform, a crude reacti... RXN SMILES: [C:18]([CH3:19])(=[O:20])[N:21]1[CH2:22][CH2:23][CH:24]([C:27](=[O:28])[N:29]2[CH2:30][CH:31]([c:37]3[cH:38][c:39]([Cl:44])[c:40]([Cl:43])[cH:41][cH:42]3)[CH:32]([NH:35][CH3:36])[CH2:33][CH2:34]2)[CH2:25][CH2:26]1.[CH3:1][O:2][c:3]1[cH:4][c:5]2[c:10]([cH:11][c:12]1[C:13](=[O:14])[OH:15])[N:9]([CH3:16])[C:8](=[O:17])[CH2:7][CH2:6]2>>[CH3:1][O:2][c:3]1[cH:4][c:5]2[c:10]([cH:11][c:12]1[C:13](=[O:15])[N:35]([CH:32]1[CH:31]([c:37]3[cH:38][c:39]([Cl:44])[c:40]([Cl:43])[cH:41][cH:42]3)[CH2:30][N:29]([C:27]([CH:24]3[CH2:23][CH2:22][N:21]([C:18]([CH3:19])=[O:20])[CH2:26][CH2:25]3)=[O:28])[CH2:34][CH2:33]1)[CH3:36])[N:9]([CH3:16])[C:8](=[O:17])[CH2:7][CH2:6]2. Starting materials: CNC1CCN(C(=O)C2CCN(C(C)=O)CC2)CC1c1ccc(Cl)c(Cl)c1, COc1cc2c(cc1C(=O)O)N(C)C(=O)CC2. The product is COc1cc2c(cc1C(=O)N(C)C1CCN(C(=O)C3CCN(C(C)=O)CC3)CC1c1ccc(Cl)c(Cl)c1)N(C)C(=O)CC2.